From a dataset of the Open Reaction Database (ORD), a public repository of structured organic reaction records. describe an organic reaction: reactants, conditions, products, and yield Reaction SMILES: [CH3:37][OH:38].[ClH:36].[OH:1][c:2]1[cH:3][cH:4][c:5]([CH2:32][C:33](=[O:34])[OH:35])[cH:6][c:7]1-[c:8]1[c:9]([CH2:18][N:19]2[C:20](=[O:31])[O:21][CH:22]([c:25]3[cH:26][cH:27][cH:28][cH:29][cH:30]3)[CH:23]2[CH3:24])[cH:10][c:11]([C:14]([F:15])([F:16])[F:17])[cH:12][cH:13]1>>[OH:1][c:2]1[cH:3][cH:4][c:5]([CH2:32][C:33]([O:34][CH3:37])=[O:35])[cH:6][c:7]1-[c:8]1[c:9]([CH2:18][N:19]2[C:20](=[O:31])[O:21][CH:22]([c:25]3[cH:26][cH:27][cH:28][cH:29][cH:30]3)[CH:23]2[CH3:24])[cH:10][c:11]([C:14]([F:15])([F:16])[F:17])[cH:12][cH:13]1. Reactants: CO, Cl, CC1C(c2ccccc2)OC(=O)N1Cc1cc(C(F)(F)F)ccc1-c1cc(CC(=O)O)ccc1O. The product is COC(=O)Cc1ccc(O)c(-c2ccc(C(F)(F)F)cc2CN2C(=O)OC(c3ccccc3)C2C)c1. RXN SMILES: [C:1]([O:5][C:6]([N:8]1[CH2:13][CH:12]([C:14]([OH:16])=O)[CH2:11][CH:10]([C:17]([OH:19])=[O:18])[CH2:9]1)=[O:7])([CH3:4])([CH3:3])[CH3:2]>C(OC(=O)C)(=O)C>[C:1]([O:5][C:6]([N:8]1[CH2:9][CH:10]2[CH2:11][CH:12]([C:14](=[O:16])[O:19][C:17]2=[O:18])[CH2:13]1)=[O:7])([CH3:2])([CH3:3])[CH3:4]. Reactants: C(C)(C)(C)OC(=O)N1CC(CC(C1)C(=O)O)C(=O)O (piperidine-1,3,5-tricarboxylic acid 1-tert-butyl ester). Run in C(C)(=O)OC(C)=O (acetic anhydride). Product: C(C)(C)(C)OC(=O)N1CC2C(OC(C(C1)C2)=O)=O (2,4-Dioxo-3-oxa-7-aza-bicyclo[3.3.1]nonane-7-carboxylic acid tert-butyl ester). Reported procedure: A suspension of piperidine-1,3,5-tricarboxylic acid 1-tert-butyl ester (1 g, 3.6 mmol) in acetic anhydride (20 mL) is heated at reflux for 2 h. The reaction mixture is evaporated three times with toluene before it is dried under high vacuum at rt overnight to give a yellow solid. MS (LC-MS): 278 [M+Na]+. Starting materials: C(C)OC=C(C(=O)OCC)C(=O)OCC (Diethyl ethoxymethylenemalonate), C([O-])([O-])=O.[K+].[K+] (potassium carbonate), Cl.[N+](=O)([O-])C1=C(C(=N)N)C=CC=C1 (2-nitrobenzamidine hydrochloride). Solvent: C(C)O (ethanol). Product: O=C1C(=CN=C(N1)C1=C(C=CC=C1)[N+](=O)[O-])C(=O)OCC (Ethyl 1,6-Dihydro-6-oxo-2-(2-nitrophenyl)-pyrimidine-5-carboxylate). The yield is 20.1%. RXN SMILES: C(O[CH:4]=[C:5]([C:11]([O:13]CC)=O)[C:6]([O:8][CH2:9][CH3:10])=[O:7])C.C(=O)([O-])[O-].[K+].[K+].Cl.[N+:23]([C:26]1[CH:34]=[CH:33][CH:32]=[CH:31][C:27]=1[C:28]([NH2:30])=[NH:29])([O-:25])=[O:24]>C(O)C>[O:13]=[C:11]1[NH:30][C:28]([C:27]2[CH:31]=[CH:32][CH:33]=[CH:34][C:26]=2[N+:23]([O-:25])=[O:24])=[N:29][CH:4]=[C:5]1[C:6]([O:8][CH2:9][CH3:10])=[O:7] |f:1.2.3,4.5|. Reported procedure: Diethyl ethoxymethylenemalonate (0.73 g., 3.44 mmoles), potassium carbonate (0.95 g., 6.88 mmoles), and ethanol (11 ml.) were added to 2-nitrobenzamidine hydrochloride (0.69 g., 3.44 mmoles)(prepared according to general method disclosed in U.S. Pat. No. 2,450,386). The mixture was heated under reflux for 3.5 hours. The cooled mixture was filtered. The filtrate was poured into ice-water (150 ml.) and the pH adjusted to 6.0 with acetic acid. The precipitate was collected and dried to give the tit... Reactants: C(CC)C1=NC2=C(N1CC1=CC=C(C=C1)C=1C(=CC=CC1)C(=O)OC(C)(C)C)C=C(C=C2C)C=2N=CN(C2)CC2CCCCC2 (tert.butyl 4'-[(2-n-propyl-4-methyl-6-(1-cyclohexylmethyl-imidazol-4-yl)-benzimidazol-1-yl)-methyl]-biphenyl-2-carboxylate), FC(C(=O)O)(F)F (trifluoroacetic acid). Run in C(Cl)Cl (methylene chloride). Yields the product C(CC)C1=NC2=C(N1CC1=CC=C(C=C1)C=1C(=CC=CC1)C(=O)O)C=C(C=C2C)C=2N=CN(C2)CC2CCCCC2 (4'-[(2-n-Propyl-4-methyl-6-(1-cyclohexylmethyl-imidazol-4-yl)-benzimidazol-1-yl)-methyl]-biphenyl-2-carboxylic acid). As a reaction SMILES: [CH2:1]([C:4]1[N:8]([CH2:9][C:10]2[CH:15]=[CH:14][C:13]([C:16]3[C:17]([C:22]([O:24]C(C)(C)C)=[O:23])=[CH:18][CH:19]=[CH:20][CH:21]=3)=[CH:12][CH:11]=2)[C:7]2[CH:29]=[C:30]([C:34]3[N:35]=[CH:36][N:37]([CH2:39][CH:40]4[CH2:45][CH2:44][CH2:43][CH2:42][CH2:41]4)[CH:38]=3)[CH:31]=[C:32]([CH3:33])[C:6]=2[N:5]=1)[CH2:2][CH3:3].FC(F)(F)C(O)=O>C(Cl)Cl>[CH2:1]([C:4]1[N:8]([CH2:9][C:10]2[CH:15]=[CH:14][C:13]([C:16]3[C:17]([C:22]([OH:24])=[O:23])=[CH:18][CH:19]=[CH:20][CH:21]=3)=[CH:12][CH:11]=2)[C:7]2[CH:29]=[C:30]([C:34]3[N:35]=[CH:36][N:37]([CH2:39][CH:40]4[CH2:45][CH2:44][CH2:43][CH2:42][CH2:41]4)[CH:38]=3)[CH:31]=[C:32]([CH3:33])[C:6]=2[N:5]=1)[CH2:2][CH3:3]. Reported procedure: Prepared analogously to Example 88 from tert.butyl 4'-[(2-n-propyl-4-methyl-6-(1-cyclohexylmethyl-imidazol-4-yl)-benzimidazol-1-yl)-methyl]-biphenyl-2-carboxylate and trifluoroacetic acid in methylene chloride. Reactants: COc1ccc2c(NC(=O)Nc3cncc(Br)n3)ccnc2c1, CC(C)(C)OC(=O)N1CC2CNCC2C1. Yields the product COc1ccc2c(NC(=O)Nc3cncc(N4CC5CN(C(=O)OC(C)(C)C)CC5C4)n3)ccnc2c1. Reaction SMILES: [Br:1][c:2]1[cH:3][n:4][cH:5][c:6]([NH:8][C:9](=[O:10])[NH:11][c:12]2[cH:13][cH:14][n:15][c:16]3[cH:17][c:18]([O:22][CH3:23])[cH:19][cH:20][c:21]23)[n:7]1.[CH2:24]1[N:25]([C:32](=[O:33])[O:34][C:35]([CH3:36])([CH3:37])[CH3:38])[CH2:26][CH:27]2[CH:28]1[CH2:29][NH:30][CH2:31]2>>[c:2]1([N:30]2[CH2:29][CH:28]3[CH2:24][N:25]([C:32](=[O:33])[O:34][C:35]([CH3:36])([CH3:37])[CH3:38])[CH2:26][CH:27]3[CH2:31]2)[cH:3][n:4][cH:5][c:6]([NH:8][C:9](=[O:10])[NH:11][c:12]2[cH:13][cH:14][n:15][c:16]3[cH:17][c:18]([O:22][CH3:23])[cH:19][cH:20][c:21]23)[n:7]1. The reactants are [Si](C)(C)(C(C)(C)C)N1C(CC1CC=O)=O ((4RS)-1-(tert-butyl-dimethylsilyl)-4-(2-oxoethyl)-2-oxoazetidine), C1(=CC=CC=C1)P(C1=CC=CC=C1)(C1=CC=CC=C1)=CC(=O)OCC1=CC=CC=C1 (benzyl triphenylphosphoranylidene-acetate). The solvent is ClCCl (dichloromethane). Yields the product [Si](C)(C)(C(C)(C)C)N1C(CC1=O)CC=CC(=O)OCC1=CC=CC=C1 (benzyl 4-[(2RS)-1-(tert-butyl-dimethylsilyl)-4-oxoazetidin-2-yl]but-2-enoate). Yield: 98.3%. As a reaction SMILES: [Si:1]([N:8]1[CH:11]([CH2:12][CH:13]=O)[CH2:10][C:9]1=[O:15])([C:4]([CH3:7])([CH3:6])[CH3:5])([CH3:3])[CH3:2].C1(P(=[CH:35][C:36]([O:38][CH2:39][C:40]2[CH:45]=[CH:44][CH:43]=[CH:42][CH:41]=2)=[O:37])(C2C=CC=CC=2)C2C=CC=CC=2)C=CC=CC=1>ClCCl>[Si:1]([N:8]1[C:9](=[O:15])[CH2:10][CH:11]1[CH2:12][CH:13]=[CH:35][C:36]([O:38][CH2:39][C:40]1[CH:45]=[CH:44][CH:43]=[CH:42][CH:41]=1)=[O:37])([C:4]([CH3:7])([CH3:6])[CH3:5])([CH3:3])[CH3:2]. Procedure details: A mixture of (4RS)-1-(tert-butyl-dimethylsilyl)-4-(2-oxoethyl)-2-oxoazetidine (240 mg) and benzyl triphenylphosphoranylidene-acetate (521 mg) in dichloromethane (5 ml) was heated under refluxing for one hour. After removal of the solvent, the residue was chromatographed on silica gel (7 g) eluting with a mixture of dichloromethane and acetone (50:1) to give benzyl 4-[(2RS)-1-(tert-butyl-dimethylsilyl)-4-oxoazetidin-2-yl]but-2-enoate (373 mg) as an oil.